From a dataset of the Open Reaction Database (ORD), a public repository of structured organic reaction records. describe an organic reaction: reactants, conditions, products, and yield The reactants are C(C)O (ethanol), ClC1=C(C=C(C=C1)C(F)(F)F)[N+](=O)[O-] (4-chloro-3-nitrobenzotrifluoride), C(C)N (ethyl-amine). Product: [N+](=O)([O-])C=1C=C(C=CC1NCC)C(F)(F)F (3-nitro-4-ethylamino-benzotrifluoride), NC=1C(=C(C=CC1CC)C(F)(F)F)N (3-amino-4-ethyl-amino-benzotrifluoride). Reaction SMILES: Cl[C:2]1[CH:7]=[CH:6][C:5]([C:8]([F:11])([F:10])[F:9])=[CH:4][C:3]=1[N+:12]([O-:14])=[O:13].[CH2:15]([NH2:17])[CH3:16].[CH2:18](O)[CH3:19]>>[N+:12]([C:3]1[CH:4]=[C:5]([C:8]([F:11])([F:10])[F:9])[CH:6]=[CH:7][C:2]=1[NH:17][CH2:15][CH3:16])([O-:14])=[O:13].[NH2:12][C:3]1[C:4]([NH2:17])=[C:5]([C:8]([F:11])([F:10])[F:9])[CH:6]=[CH:7][C:2]=1[CH2:18][CH3:19]. Reported procedure: At first, 3-nitro-4-ethylamino-benzotrifluoride is prepared from 4-chloro-3-nitrobenzotrifluoride and ethyl-amine according to Geman Offenlegungsschrift No. 2 018 232, Example 1), and the former product is catalytically reduced in ethanol to give the 3-amino-4-ethyl-amino-benzotrifluoride colorless crystals of a melting point of from 72° to 74° C. Starting materials: COc1cc(CO)cc(OC)c1, ClCCl, O=[Cr](=O)([O-])Cl, c1cc[nH+]cc1. The product is COc1cc(C=O)cc(OC)c1. As a reaction SMILES: [CH3:1][O:2][c:3]1[cH:4][c:5]([CH2:6][OH:7])[cH:8][c:9]([O:11][CH3:12])[cH:10]1.[Cl:24][CH2:25][Cl:26].[O:13]=[Cr:14]([Cl:15])([O-:16])=[O:17].[nH+:18]1[cH:19][cH:20][cH:21][cH:22][cH:23]1>>[CH3:1][O:2][c:3]1[cH:4][c:5]([CH:6]=[O:7])[cH:8][c:9]([O:11][CH3:12])[cH:10]1. Reactants: C(=O)(C(F)(F)F)O (TFA), C(C)(C)(C)OP(=O)(OC(C)(C)C)OCC1=CC=C(C(=O)OC2=C(N(C(=C2OC(C2=CC=C(C=C2)COP(=O)(OC(C)(C)C)OC(C)(C)C)=O)C(N(C)C)=O)C2=CC=C(C=C2)OC)C(N(C)C)=O)C=C1 (2,5-Bis(dimethylcarbamoyl)-1-(4-methoxyphenyl)-1H-pyrrole-3,4-diyl bis(4-(((di-tert-butoxyphosphoryl)oxy)methyl)benzoate)). The solvent is C(Cl)Cl (DCM). Reaction conditions: time 72 hour. Product: P(=O)(O)(O)OCC1=CC=C(C(=O)OC2=C(N(C(=C2OC(C2=CC=C(C=C2)COP(=O)(O)O)=O)C(N(C)C)=O)C2=CC=C(C=C2)OC)C(N(C)C)=O)C=C1 (2,5-bis(dimethylcarbamoyl)-1-(4-methoxyphenyl)-1H-pyrrole-3,4-diyl bis(4-((phosphonooxy)methyl)benzoate)). RXN SMILES: C(O)(C(F)(F)F)=O.C([O:12][P:13]([O:20][CH2:21][C:22]1[CH:76]=[CH:75][C:25]([C:26]([O:28][C:29]2[C:33]([O:34][C:35](=[O:56])[C:36]3[CH:41]=[CH:40][C:39]([CH2:42][O:43][P:44]([O:51]C(C)(C)C)([O:46]C(C)(C)C)=[O:45])=[CH:38][CH:37]=3)=[C:32]([C:57](=[O:61])[N:58]([CH3:60])[CH3:59])[N:31]([C:62]3[CH:67]=[CH:66][C:65]([O:68][CH3:69])=[CH:64][CH:63]=3)[C:30]=2[C:70](=[O:74])[N:71]([CH3:73])[CH3:72])=[O:27])=[CH:24][CH:23]=1)([O:15]C(C)(C)C)=[O:14])(C)(C)C>C(Cl)Cl>[P:44]([O:43][CH2:42][C:39]1[CH:38]=[CH:37][C:36]([C:35]([O:34][C:33]2[C:29]([O:28][C:26](=[O:27])[C:25]3[CH:24]=[CH:23][C:22]([CH2:21][O:20][P:13]([OH:15])([OH:14])=[O:12])=[CH:76][CH:75]=3)=[C:30]([C:70](=[O:74])[N:71]([CH3:73])[CH3:72])[N:31]([C:62]3[CH:63]=[CH:64][C:65]([O:68][CH3:69])=[CH:66][CH:67]=3)[C:32]=2[C:57](=[O:61])[N:58]([CH3:60])[CH3:59])=[O:56])=[CH:41][CH:40]=1)([OH:51])([OH:46])=[O:45]. Reported procedure: TFA (16 mL, 208 mmol) was added dropwise to a solution of 2,5-bis(dimethylcarbamoyl)-1-(4-methoxyphenyl)-1H-pyrrole-3,4-diyl bis(4-(((di-tert-butoxyphosphoryl)oxy)methyl)benzoate) (64) (88 mg, 0.09 mmol) in DCM (64 mL) the mixture was left to stand for 72 h, and then concentrated in vacuo to afford 2,5-bis(dimethylcarbamoyl)-1-(4-methoxyphenyl)-1H-pyrrole-3,4-diyl bis(4-((phosphonooxy)methyl)benzoate) (UL1-124) as a yellow oil: m/z 776 (M+H)+ (ES+); 774 (M−H)− (ES−). 1H NMR (400 MHz, DMSO-d6) δ:... The solvent is C(C)O (ethanol). The reactants are CN(C=C(C(=O)C1=CC=CC=C1)C1=CC=CC=C1)C (3-(dimethylamino)-1,2-diphenyl-2-propen-1-one), Cl.N(N)CC(=O)OCC (ethyl hydrazinoacetate hydrochloride). Procedure: When only the 4,5-diphenyl isomer is desired the following procedure is preferred. A mixture of 778 g (3.96 mol) deoxybenzoin, 580 mL (4.38 mol) of N,N-dimethylformamide dimethyl acetal, and 775 mL of methyl tert-butyl ether was refluxed for 3 hours. The reaction mixture was cooled on ice to 0°-5° C. The precipitated solid was collected by filtration, the filter cake washed with 250 mL of cold methyl tert-butyl ether twice and dried in vacuum chamber at 65° C. to afford 913 g (92%) of 3-(dimethy... Yields the product C1(=CC=CC=C1)C=1C=NN(C1C1=CC=CC=C1)CC(=O)OCC (ethyl 4,5-diphenyl-1H-pyrazole-1-acetate). As a reaction SMILES: C[N:2](C)[CH:3]=[C:4]([C:13]1[CH:18]=[CH:17][CH:16]=[CH:15][CH:14]=1)[C:5]([C:7]1[CH:12]=[CH:11][CH:10]=[CH:9][CH:8]=1)=O.Cl.[NH:21]([CH2:23][C:24]([O:26][CH2:27][CH3:28])=[O:25])N>C(O)C>[C:13]1([C:4]2[CH:3]=[N:2][N:21]([CH2:23][C:24]([O:26][CH2:27][CH3:28])=[O:25])[C:5]=2[C:7]2[CH:12]=[CH:11][CH:10]=[CH:9][CH:8]=2)[CH:18]=[CH:17][CH:16]=[CH:15][CH:14]=1 |f:1.2|. The yield is 87.0%. Conditions: time 1 hour. Reactants: [N-]=C=O.[Na+] (Sodium isocyanate), NC1=C(SC(=C1)C1=CC=C(C=C1)F)C(=O)N (3-amino-5-(4-fluorophenyl)-2-thiophenecarboxamide). Run in C(C)(=O)O (acetic acid), O (water). Conditions: time 20 hour. Yields the product NC(=O)NC1=C(SC(=C1)C1=CC=C(C=C1)F)C(=O)N (3-[(Aminocarbonyl)amino]-5-(4-fluorophenyl)-2-thiophenecarboxamide). Isolated yield 13.2%. RXN SMILES: [N-:1]=[C:2]=[O:3].[Na+].[NH2:5][C:6]1[CH:10]=[C:9]([C:11]2[CH:16]=[CH:15][C:14]([F:17])=[CH:13][CH:12]=2)[S:8][C:7]=1[C:18]([NH2:20])=[O:19]>C(O)(=O)C.O>[NH2:1][C:2]([NH:5][C:6]1[CH:10]=[C:9]([C:11]2[CH:12]=[CH:13][C:14]([F:17])=[CH:15][CH:16]=2)[S:8][C:7]=1[C:18]([NH2:20])=[O:19])=[O:3] |f:0.1|. Procedure: Sodium isocyanate (1.08 g) was added portionwise to a stirred suspension of 3-amino-5-(4-fluorophenyl)-2-thiophenecarboxamide (3.2 g) in acetic acid (150 mL) and water (90 mL). After 20 h, the solid was filtered off and washed with water, methanol and ether. Recrystallisation from methanol/dimethylsulphoxide gave the title urea (0.5 g) as a 1:1 dimethylsulphoxide solvate. Starting materials: NC1=CC=C(C#N)C=C1 (4-aminobenzonitrile), S(CC(=O)O)CC(=O)O (2,2′-thiodiacetic acid), CCN=C=NCCCN(C)C (WSC), CCN(C(C)C)C(C)C (DIEA). The reagents and catalysts are CN(C)C=1C=CN=CC1 (DMAP). Solvent: O (water), C1CCOC1 (THF). Product: C(#N)C1=CC=C(C=C1)NC(CSCC(=O)O)=O (2-((2-((4-cyanophenyl)amino)-2-oxoethyl)thio)acetic acid). Isolated yield 15.3%. As a reaction SMILES: [NH2:1][C:2]1[CH:9]=[CH:8][C:5]([C:6]#[N:7])=[CH:4][CH:3]=1.[S:10]([CH2:15][C:16](O)=[O:17])[CH2:11][C:12]([OH:14])=[O:13].CCN=C=NCCCN(C)C.CCN(C(C)C)C(C)C>CN(C1C=CN=CC=1)C.C1COCC1.O>[C:6]([C:5]1[CH:8]=[CH:9][C:2]([NH:1][C:16](=[O:17])[CH2:15][S:10][CH2:11][C:12]([OH:14])=[O:13])=[CH:3][CH:4]=1)#[N:7]. Procedure: A solution of 4-aminobenzonitrile (500 mg, 4.23 mmol), 2,2′-thiodiacetic acid (3.18 g, 21.2 mmol), WSC (4.87 g, 25.4 mmol), DMAP (258 mg, 0.21 mmol) and DIEA (5.47 g, 42.3 mmol) in THF (200 mL) was stirred at room temperature for 60 hr. To the reaction solution was added water, and the mixture was extracted with ethyl acetate. The organic layer was washed with dilute hydrochloric acid, and dried, and the solvent was evaporated under reduced pressure. The obtained residue was purified by preparat... Starting materials: C(C)(C)(C)OC(=O)N[C@H](C(=O)NN1C(=CC=C1)C(=O)OC)C ((S)-methyl 1-(2-(tert-butoxycarbonylamino)propanamido)-1H-pyrrole-2-carboxylate), CN1N=C(C=C1)N (1-methyl-1H-pyrazol-3-amine), 27a. The product is CN1N=C(C=C1)NC(=O)C=1N(C=CC1)NC(C(C)NC(OC(C)(C)C)=O)=O (tert-Butyl 1-(2-(1-methyl-1H-pyrazol-3-ylcarbamoyl)-1H-pyrrol-1-ylamino)-1-oxopropan-2-ylcarbamate). The yield is 62.5%. As a reaction SMILES: [C:1]([O:5][C:6]([NH:8][C@@H:9]([CH3:22])[C:10]([NH:12][N:13]1[CH:17]=[CH:16][CH:15]=[C:14]1[C:18]([O:20]C)=O)=[O:11])=[O:7])([CH3:4])([CH3:3])[CH3:2].[CH3:23][N:24]1[CH:28]=[CH:27][C:26]([NH2:29])=[N:25]1>>[CH3:23][N:24]1[CH:28]=[CH:27][C:26]([NH:29][C:18]([C:14]2[N:13]([NH:12][C:10](=[O:11])[CH:9]([NH:8][C:6](=[O:7])[O:5][C:1]([CH3:2])([CH3:3])[CH3:4])[CH3:22])[CH:17]=[CH:16][CH:15]=2)=[O:20])=[N:25]1. Reported procedure: The title compound was prepared from (S)-methyl 1-(2-(tert-butoxycarbonylamino)propanamido)-1H-pyrrole-2-carboxylate (900 mg, 2.89 mmol) and 1-methyl-1H-pyrazol-3-amine (421 mg, 4.33 mmol) following the experimental procedure described in Preparation 27a. 680 mg (36% yield) of the desired compound were obtained. Starting materials: C(C)C1(OCCO1)C1=CC=C(C=C1)C(C(C)(C)C)O (2-ethyl-2 -(4-[1-hydroxy-2,2-dimethylpropyl]-phenyl)-1,3-dioxolane), CC1(OCCO1)C1=CC=C(C=C1)C(C(C)(C)C)O (2-methyl-2-(4-[1-hydroxy-2,2-dimethylpropyl]-phenyl)1,3-dioxolane), CC1(OCCO1)C1=C(C=C(C=C1)C(C(C)(C)C)O)Cl (2-methyl-2-(2-chloro-4-[1-hydroxy-2,2-dimethylpropyl]-phenyl)-1,3-dioxolane). Product: 1-(2-chloro-p-acetophenyl)-2,2-dimethylpropanol, C(CC)(=O)C1=CC=C(C=C1)C(C(C)(C)C)O (1-(p-propionylphenyl)-2,2-dimethylpropanol). RXN SMILES: CC1(C2C=CC(C(O)C(C)(C)C)=CC=2)OCCO1.CC1(C2C=CC(C(O)C(C)(C)C)=CC=2Cl)OCCO1.[CH2:38]([C:40]1([C:45]2[CH:50]=[CH:49][C:48]([CH:51]([OH:56])[C:52]([CH3:55])([CH3:54])[CH3:53])=[CH:47][CH:46]=2)OCC[O:41]1)[CH3:39]>>[C:40]([C:45]1[CH:50]=[CH:49][C:48]([CH:51]([OH:56])[C:52]([CH3:55])([CH3:54])[CH3:53])=[CH:47][CH:46]=1)(=[O:41])[CH2:38][CH3:39]. Procedure details: When the above reaction is carried out using in place of 2-methyl-2-(4-[1-hydroxy-2,2-dimethylpropyl]-phenyl)1,3-dioxolane, and equivalent amount of 2-methyl-2-(2-chloro-4-[1-hydroxy-2,2-dimethylpropyl]-phenyl)-1,3-dioxolane, or 2-ethyl-2 -(4-[1-hydroxy-2,2-dimethylpropyl]-phenyl)-1,3-dioxolane, there is obtained 1-(2-chloro-p-acetophenyl)-2,2-dimethylpropanol or 1-(p-propionylphenyl)-2,2-dimethylpropanol.